This data is from the Open Reaction Database (ORD), a public repository of structured organic reaction records. The task is: describe an organic reaction: reactants, conditions, products, and yield Starting materials: O.NC1=NN=NN1 (5-aminotetrazole monohydrate), [N+](=O)([O-])C1=C(C(=O)Cl)C=CC=C1 (2-nitrobenzoyl chloride). Run in O (water), O (water). Reaction conditions: time 30 minute. Product: [N+](=O)([O-])C1=C(C(=O)NC2=NN=NN2)C=CC=C1 (2-nitro-N-(1H-tetrazol-5-yl)-benzamide). Reaction SMILES: O.[NH2:2][C:3]1[NH:7][N:6]=[N:5][N:4]=1.[N+:8]([C:11]1[CH:19]=[CH:18][CH:17]=[CH:16][C:12]=1[C:13](Cl)=[O:14])([O-:10])=[O:9]>O>[N+:8]([C:11]1[CH:19]=[CH:18][CH:17]=[CH:16][C:12]=1[C:13]([NH:2][C:3]1[NH:7][N:6]=[N:5][N:4]=1)=[O:14])([O-:10])=[O:9] |f:0.1|. Reported procedure: To a solution of 10.3 g of 5-aminotetrazole monohydrate in 300 ml of tetahydrofuran and 15 ml of water was added 9.3 g of 2-nitrobenzoyl chloride. The solution was allowed to stand for 30 minutes before it was diluted with 200 ml of water and stored in a refrigerator for 72 hours. The solid which formed was separated by filtration to give 2-nitro-N-(1H-tetrazol-5-yl)-benzamide melting at about 272°-273° C. with decomposition. Starting materials: C(C=1C(C(=O)OC)=CC=CC1)(=O)OC (Dimethyl phthalate), [OH-].[Na+] (sodium hydroxide). The solvent is C(C)O (ethanol). The product is COC(C=1C(C(=O)O)=CC=CC1)=O (Phthalic acid monomethyl ester). As a reaction SMILES: [C:1]([O:13]C)(=[O:12])[C:2]1[C:3](=[CH:8][CH:9]=[CH:10][CH:11]=1)[C:4]([O:6][CH3:7])=[O:5].[OH-].[Na+]>C(O)C>[CH3:7][O:6][C:4](=[O:5])[C:3]1[C:2](=[CH:11][CH:10]=[CH:9][CH:8]=1)[C:1]([OH:13])=[O:12] |f:1.2|. Reported procedure: Dimethyl phthalate (15.73 mmol) is stirred for 24 hours at ambient temperature in 60 ml of ethanol with 15.73 ml of 1N sodium hydroxide solution. The solvent is evaporated off under reduced pressure at 40° C. and the reaction mixture is then diluted with water before bringing the pH to 3. The mixture is extracted with ethyl acetate, dried (MgSO4) and evaporated to yield the title product in the form of an oil. Starting materials: Ic1c[nH]c2ncccc12, CC1(C)OB(OC1(C)C)C2=CCCCC2. Reagents/catalysts: CCN=P(N=P(N(C)C)(N(C)C)N(C)C)(N(C)C)N(C)C (P2-Et), CC(C)c1cc(C(C)C)c(-c2ccccc2[PH](C(C)(C)C)(C(C)(C)C)[Pd]2(OS(C)(=O)=O)Nc3ccccc3-c3ccccc32)c(C(C)C)c1 (tBuXphos G3). The solvent is CS(C)=O (DMSO), O (water), CS(C)=O (DMSO), CS(C)=O (DMSO), CS(C)=O (DMSO). Run at time 22 hour. Yields the product C1CCC(=CC1)c2c[nH]c3ncccc23, Ic1c[nH]c2ncccc12, c1ccc(-c2ccccc2)cc1. Reactants: O=C(O)c1ccc(Br)cc1Cl, CC(C)(C)c1cccc(NC(=O)c2ccc(N3CCN(c4ccc(C(=O)O)cc4)CC3)c(F)c2)c1, CCn1ccc2ccc(NC(=O)c3ccc(N4CCNCC4)nc3)cc21. Yields the product CCn1ccc2ccc(NC(=O)c3ccc(N4CCN(c5ccc(C(=O)O)c(Cl)c5)CC4)nc3)cc21. Reaction SMILES: [Br:27][c:28]1[cH:29][c:30]([Cl:37])[c:31]([C:32](=[O:33])[OH:34])[cH:35][cH:36]1.[C:38]([c:39]1[cH:40][c:41]([NH:42][C:43]([c:44]2[cH:45][cH:46][c:47]([N:48]3[CH2:49][CH2:50][N:51]([c:52]4[cH:53][cH:54][c:55]([C:56]([OH:57])=[O:58])[cH:59][cH:60]4)[CH2:61][CH2:62]3)[c:63]([F:64])[cH:65]2)=[O:66])[cH:67][cH:68][cH:69]1)([CH3:70])([CH3:71])[CH3:72].[CH2:1]([CH3:2])[n:3]1[cH:4][cH:5][c:6]2[cH:7][cH:8][c:9]([NH:12][C:13]([c:14]3[cH:15][n:16][c:17]([N:20]4[CH2:21][CH2:22][NH:23][CH2:24][CH2:25]4)[cH:18][cH:19]3)=[O:26])[cH:10][c:11]12>>[CH2:1]([CH3:2])[n:3]1[cH:4][cH:5][c:6]2[cH:7][cH:8][c:9]([NH:12][C:13]([c:14]3[cH:15][n:16][c:17]([N:20]4[CH2:21][CH2:22][N:23]([c:28]5[cH:29][c:30]([Cl:37])[c:31]([C:32](=[O:33])[OH:34])[cH:35][cH:36]5)[CH2:24][CH2:25]4)[cH:18][cH:19]3)=[O:26])[cH:10][c:11]12. The reactants are NC1=C2C(=NC=N1)N(N=C2I)C2CCN(CC2)C(=O)OC(C)(C)C (tert-butyl 4-(4-amino-3-iodo-1H-pyrazolo[3,4-d]pyrimidin-1-yl)-1-piperidinecarboxylate), Cl (hydrochloric acid). The solvent is CC(=O)C (acetone). Conditions: temperature 45 celsius, time 1.5 hour. Product: Cl.Cl.IC1=NN(C2=NC=NC(=C21)N)C2CCNCC2 (3-iodo-1-(4-piperidyl)-1H-pyrazolo[3,4-d]pyrimidin-4-amine dihydrochloride salt). As a reaction SMILES: [NH2:1][C:2]1[N:7]=[CH:6][N:5]=[C:4]2[N:8]([CH:12]3[CH2:17][CH2:16][N:15](C(OC(C)(C)C)=O)[CH2:14][CH2:13]3)[N:9]=[C:10]([I:11])[C:3]=12.[ClH:25]>CC(C)=O>[ClH:25].[ClH:25].[I:11][C:10]1[C:3]2[C:4](=[N:5][CH:6]=[N:7][C:2]=2[NH2:1])[N:8]([CH:12]2[CH2:17][CH2:16][NH:15][CH2:14][CH2:13]2)[N:9]=1 |f:3.4.5|. Procedure: The crude tert-butyl 4-(4-amino-3-iodo-1H-pyrazolo[3,4-d]pyrimidin-1-yl)-1-piperidinecarboxylate (69.4 g, 156.30 mmol) was dissolved in acetone (900 mL) and 6N aqueous hydrochloric acid (300 mL) was slowly added dropwise. The reaction was then heated at 45° C. which yielded a precipitate. After 1.5 hours, the precipitate was collected by vacuum filtration, washed with minimal acetone and dried on the lyophilizer to yield 3-iodo-1-(4-piperidyl)-1H-pyrazolo[3,4-d]pyrimidin-4-amine dihydrochloride ... The solvent is C1CCOC1 (THF). The reactants are [Li+].CC(C)[N-]C(C)C (LDA), ClC1=CC(=NC=C1)F (4-chloro-2-fluoro-pyridine), ClCCCI (1-chloro-3-iodo-propane). Reaction SMILES: [Cl:1][C:2]1[CH:7]=[CH:6][N:5]=[C:4]([F:8])[CH:3]=1.[Li+].CC([N-]C(C)C)C.[Cl:17][CH2:18][CH2:19][CH2:20]I>C1COCC1>[Cl:1][C:2]1[CH:7]=[CH:6][N:5]=[C:4]([F:8])[C:3]=1[CH2:20][CH2:19][CH2:18][Cl:17] |f:1.2|. The product is ClC1=C(C(=NC=C1)F)CCCCl (4-chloro-3-(3-chloro-propyl)-2-fluoro-pyridine). The yield is 76.9%. Conditions: temperature -78 celsius, time 90 minute. Procedure details: To a cooled (−78° C.) solution of 4-chloro-2-fluoro-pyridine (2.0 g, 15 mmol) in THF (15 mL) is added LDA solution (9.1 mL, 18 mmol, 2.0 M in THF). After the mixture is allowed to stir at −78° C. for 90 min, 1-chloro-3-iodo-propane (4.9 mL, 46 mmol) is added and the mixture is allowed to slowly warm to room temperature for 16 hrs. Then reaction is quenched with saturated NH4Cl and the mixture is extracted with DCM (3×). The combined organic layers are washed with brine, dried over Na2SO4 and con... Reactants: ICCCC(C)([N+](=O)[O-])C (1-iodo-4-methyl-4-nitro-pentane), CN(C)C=O (DMF), [H-].[Na+] (sodium hydride), COC1=CC2=C(N(C(N2)=O)C)C=C1 (5-methoxy-1-methyl-1,3-dihydro-benzimidazol-2-one), CN(C)C=O (DMF), ice. Solvent: O (water). Reaction conditions: time 8 hour. Product: COC1=CC2=C(N(C(N2C)=O)CCC(C)([N+](=O)[O-])C)C=C1 (5-methoxy-3-methyl-1-(3-methyl-3-nitro-butyl)-1,3-dihydro-benzimidazol-2-one). RXN SMILES: [H-].[Na+].[CH3:3][O:4][C:5]1[CH:15]=[CH:14][C:8]2[N:9]([CH3:13])[C:10](=[O:12])[NH:11][C:7]=2[CH:6]=1.ICC[CH2:19][C:20]([CH3:25])([N+:22]([O-:24])=[O:23])[CH3:21].[CH3:26]N(C=O)C>O>[CH3:3][O:4][C:5]1[CH:15]=[CH:14][C:8]2[N:9]([CH2:13][CH2:19][C:20]([CH3:25])([N+:22]([O-:24])=[O:23])[CH3:21])[C:10](=[O:12])[N:11]([CH3:26])[C:7]=2[CH:6]=1 |f:0.1|. Procedure: 1.1 g (28 mmol) 60% sodium hydride are added to 2.5 g (14 mmol) 5-methoxy-1-methyl-1,3-dihydro-benzimidazol-2-one in 30 mL DMF while being cooled with the ice bath. After 30 minutes a solution of 1-iodo-4-methyl-4-nitro-pentane in 20 mL DMF is piped in and the mixture is stirred overnight. It is diluted with water and extracted with ethyl acetate. The combined organic phases are washed with water, dried and evaporated down. The solid remaining is stirred with diethyl ether.